Dataset: the Open Reaction Database (ORD), a public repository of structured organic reaction records. Task: describe an organic reaction: reactants, conditions, products, and yield Starting materials: CCn1nc(OC)c(C)c1C1CCN(C(=O)OC(C)(C)C)CC1, C1CCNCC1. The product is CCn1nc(OC)c(C)c1C1CCNCC1. Reaction SMILES: [C:1]([O:2][C:3](=[O:4])[N:8]1[CH2:9][CH2:10][CH:11]([c:14]2[c:15]([CH3:23])[c:16]([O:21][CH3:22])[n:17][n:18]2[CH2:19][CH3:20])[CH2:12][CH2:13]1)([CH3:5])([CH3:6])[CH3:7].[CH2:24]1[CH2:25][CH2:26][NH:27][CH2:28][CH2:29]1>>[NH:8]1[CH2:9][CH2:10][CH:11]([c:14]2[c:15]([CH3:23])[c:16]([O:21][CH3:22])[n:17][n:18]2[CH2:19][CH3:20])[CH2:12][CH2:13]1. Starting materials: CC(=O)OC(=O)C (Ac2O), BrC=1N=C(N(C1)C(C1=CC=CC=C1)(C1=CC=CC=C1)C1=CC=CC=C1)N(C1=CC=C(C(=NO)N)C=C1)CC1=C(C(=CC(=C1)OCC)OC(C)C)F (4-((4-bromo-1-trityl-1H-imidazol-2-yl)(5-ethoxy-2-fluoro-3-isopropoxyphenyl)methylamino)-N′-hydroxybenzamidine), CO (MeOH). Conditions: time 1 hour. Run in CCOC(=O)C (EtOAc). RXN SMILES: [Br:1][C:2]1[N:3]=[C:4]([N:26]([CH2:37][C:38]2[CH:43]=[C:42]([O:44][CH2:45][CH3:46])[CH:41]=[C:40]([O:47][CH:48]([CH3:50])[CH3:49])[C:39]=2[F:51])[C:27]2[CH:36]=[CH:35][C:30]([C:31]([NH2:34])=[N:32][OH:33])=[CH:29][CH:28]=2)[N:5]([C:7]([C:20]2[CH:25]=[CH:24][CH:23]=[CH:22][CH:21]=2)([C:14]2[CH:19]=[CH:18][CH:17]=[CH:16][CH:15]=2)[C:8]2[CH:13]=[CH:12][CH:11]=[CH:10][CH:9]=2)[CH:6]=1.[CH3:52][C:53](OC(C)=O)=[O:54].CO>CCOC(C)=O>[Br:1][C:2]1[N:3]=[C:4]([N:26]([CH2:37][C:38]2[CH:43]=[C:42]([O:44][CH2:45][CH3:46])[CH:41]=[C:40]([O:47][CH:48]([CH3:50])[CH3:49])[C:39]=2[F:51])[C:27]2[CH:36]=[CH:35][C:30]([C:31]([NH2:34])=[N:32][O:33][C:53](=[O:54])[CH3:52])=[CH:29][CH:28]=2)[N:5]([C:7]([C:14]2[CH:15]=[CH:16][CH:17]=[CH:18][CH:19]=2)([C:20]2[CH:21]=[CH:22][CH:23]=[CH:24][CH:25]=2)[C:8]2[CH:13]=[CH:12][CH:11]=[CH:10][CH:9]=2)[CH:6]=1. Reported procedure: To a suspension of Intermediate 66.1 in 20 mL EtOAc, was added 0.5 mL Ac2O. The reaction mixture was stirred at rt for 1 h, then was treated with 1 mL MeOH and evaporated to afford Intermediate 66.2, which was used in the following step without further purification. Product: BrC=1N=C(N(C1)C(C1=CC=CC=C1)(C1=CC=CC=C1)C1=CC=CC=C1)N(C1=CC=C(C(=NOC(C)=O)N)C=C1)CC1=C(C(=CC(=C1)OCC)OC(C)C)F (4-((4-bromo-1-trityl-1H-imidazol-2-yl)(5-ethoxy-2-fluoro-3-isopropoxyphenyl)methylamino)-N′-acetoxybenzamidine). The reactants are CCOC(=O)c1cc(-c2nn(C)c(C#N)c2C)c(F)cc1Cl, [Na+], C1COCCO1, [OH-]. Yields the product Cc1c(-c2cc(C(=O)O)c(Cl)cc2F)nn(C)c1C#N. As a reaction SMILES: [Cl:1][c:2]1[cH:3][c:4]([F:22])[c:5](-[c:13]2[n:14][n:15]([CH3:21])[c:16]([C:19]#[N:20])[c:17]2[CH3:18])[cH:6][c:7]1[C:8](=[O:9])[O:10][CH2:11][CH3:12].[Na+:24].[O:25]1[CH2:26][CH2:27][O:28][CH2:29][CH2:30]1.[OH-:23]>>[Cl:1][c:2]1[cH:3][c:4]([F:22])[c:5](-[c:13]2[n:14][n:15]([CH3:21])[c:16]([C:19]#[N:20])[c:17]2[CH3:18])[cH:6][c:7]1[C:8](=[O:9])[OH:10]. Reactants: N(=O)[O-].[Na+] (sodium nitrite), O.[Sn](Cl)(Cl)(Cl)Cl (tin chloride monohydrate), BrC1=C(N)C=CC(=C1)Br (2,4-dibromoaniline). The solvent is O (water), Cl (HCl), Cl (HCl). Run at temperature 5 celsius, time 30 minute. Yields the product Cl.BrC1=C(C=CC(=C1)Br)NN (2,4-dibromophenyl-hydrazine hydrochloride). Yield: 75.9%. RXN SMILES: [Br:1][C:2]1[CH:8]=[C:7]([Br:9])[CH:6]=[CH:5][C:3]=1[NH2:4].[N:10]([O-])=O.[Na+].O.[Sn](Cl)(Cl)(Cl)[Cl:16]>Cl.O>[ClH:16].[Br:1][C:2]1[CH:8]=[C:7]([Br:9])[CH:6]=[CH:5][C:3]=1[NH:4][NH2:10] |f:1.2,3.4,7.8|. Procedure: To a stirred, cooled (-5° C.) solution of 2,4-dibromoaniline (50.0 g,0.2 mol.) in concentrated HCl solution (110 mL) was added sodium nitrite (13.8 g, 0.2 mol.) in water (110 mL) dropwise at such a rate as to maintain temperature below 5° C. After complete addition, the mixture was further stirred at 5° C. for 30 minutes. A solution of tin chloride monohydrate (135.4 g, 0.6 mol.) in concentrated HCl (total volume 170 mL) was added dropwise again maintaining temperature below 5° C. After complete... The reactants are O=C(O)c1cc(Br)c2ccccc2c1O, CCN=C=NCCCN(C)C, COC(=O)C(C)(C)N, CCN(C(C)C)C(C)C, Cl, Cl, CN(C)C=O, On1nnc2ccccc21. The product is COC(=O)C(C)(C)NC(=O)c1cc(Br)c2ccccc2c1O. As a reaction SMILES: [Br:1][c:2]1[cH:3][c:4]([C:13](=[O:14])[OH:15])[c:5]([OH:12])[c:6]2[cH:7][cH:8][cH:9][cH:10][c:11]12.[CH2:27]([N:28]=[C:29]=[N:30][CH2:31][CH2:32][CH2:33][N:34]([CH3:35])[CH3:36])[CH3:37].[CH3:48][O:49][C:50]([C:51]([CH3:52])([CH3:53])[NH2:54])=[O:55].[CH:38]([N:39]([CH2:40][CH3:41])[CH:42]([CH3:43])[CH3:44])([CH3:45])[CH3:46].[ClH:26].[ClH:47].[O:56]=[CH:57][N:58]([CH3:59])[CH3:60].[OH:16][n:17]1[c:18]2[cH:19][cH:20][cH:21][cH:22][c:23]2[n:24][n:25]1>>[Br:1][c:2]1[cH:3][c:4]([C:13](=[O:15])[NH:54][C:51]([C:50]([O:49][CH3:48])=[O:55])([CH3:52])[CH3:53])[c:5]([OH:12])[c:6]2[cH:7][cH:8][cH:9][cH:10][c:11]12. Reactants: [OH-].[Li+] (Lithium hydroxide), CC(CNC(C(=O)OC)=O)(C)C1=CC=C(C=C1)C(NC1=NC=2N(C(=C1)C1=CC=CC=C1)N=C(C2)C)=O (Methyl 2-(2-methyl-2-(4-(2-methyl-7-phenylpyrazolo[1,5-a]pyrimidin-5-ylcarbamoyl)phenyl)propylamino)-2-oxoacetate), Cl (Hydrochloric acid). Solvent: CO (MeOH). Conditions: time 30 minute. The product is CC(CNC(C(=O)O)=O)(C)C1=CC=C(C=C1)C(NC1=NC=2N(C(=C1)C1=CC=CC=C1)N=C(C2)C)=O (2-(2-methyl-2-(4-(2-methyl-7-phenylpyrazolo[1,5-a]pyrimidin-5-ylcarbamoyl)phenyl)propylamino)-2-oxoacetic acid). Isolated yield 38.0%. Reaction SMILES: [CH3:1][C:2]([C:12]1[CH:17]=[CH:16][C:15]([C:18](=[O:36])[NH:19][C:20]2[CH:25]=[C:24]([C:26]3[CH:31]=[CH:30][CH:29]=[CH:28][CH:27]=3)[N:23]3[N:32]=[C:33]([CH3:35])[CH:34]=[C:22]3[N:21]=2)=[CH:14][CH:13]=1)([CH3:11])[CH2:3][NH:4][C:5](=[O:10])[C:6]([O:8]C)=[O:7].[OH-].[Li+].Cl>CO>[CH3:11][C:2]([C:12]1[CH:13]=[CH:14][C:15]([C:18](=[O:36])[NH:19][C:20]2[CH:25]=[C:24]([C:26]3[CH:27]=[CH:28][CH:29]=[CH:30][CH:31]=3)[N:23]3[N:32]=[C:33]([CH3:35])[CH:34]=[C:22]3[N:21]=2)=[CH:16][CH:17]=1)([CH3:1])[CH2:3][NH:4][C:5](=[O:10])[C:6]([OH:8])=[O:7] |f:1.2|. Procedure: Methyl 2-(2-methyl-2-(4-(2-methyl-7-phenylpyrazolo[1,5-a]pyrimidin-5-ylcarbamoyl)phenyl)propylamino)-2-oxoacetate was dissolved in MeOH (1 ml). Lithium hydroxide (2 N aqueous solution, 1 ml) was then added. The mixture was stirred for 30 minutes at room temperature. Hydrochloric acid (2N aqueous solution) was added to acidify the mixture to pH 3. The reaction mixture was partitioned between brine and ethyl acetate, and the aqueous layer was extracted one more time with ethyl acetate. Combined or... The reactants are C(C)C1(C=NC(CC=CCCC=CC1)C1=CC=CC=C1)CCCC (3-ethyl-3-n-butyl-12-phenyl-1-aza-1,5,9-cyclododecatriene), Cl.NO (hydroxylamine hydrochloride). The solvent is O (water). The product is Cl (hydrochloric acid), C(C)C(C=NO)(CC=CCCC=CCC(N)C1=CC=CC=C1)CCCC (2-ethyl-2-n-butyl-11-phenyl-11-amino-undeca-4,8-dienal-oxime), C1(=CC=CC=C1)C(CCCCCCCCC(CN)(CCCC)CC)N (1-phenyl-10-ethyl-10-n-butyl-1,11-diaminoundecane). RXN SMILES: [CH2:1]([C:3]1([CH2:21][CH2:22][CH2:23][CH3:24])[CH2:14][CH:13]=[CH:12][CH2:11][CH2:10][CH:9]=[CH:8][CH2:7][CH:6]([C:15]2[CH:20]=[CH:19][CH:18]=[CH:17][CH:16]=2)[N:5]=[CH:4]1)[CH3:2].[ClH:25].[NH2:26][OH:27]>O>[ClH:25].[CH2:1]([C:3]([CH2:21][CH2:22][CH2:23][CH3:24])([CH2:14][CH:13]=[CH:12][CH2:11][CH2:10][CH:9]=[CH:8][CH2:7][CH:6]([C:15]1[CH:20]=[CH:19][CH:18]=[CH:17][CH:16]=1)[NH2:5])[CH:4]=[N:26][OH:27])[CH3:2].[C:15]1([CH:6]([NH2:5])[CH2:7][CH2:8][CH2:9][CH2:10][CH2:11][CH2:12][CH2:13][CH2:14][C:3]([CH2:1][CH3:2])([CH2:21][CH2:22][CH2:23][CH3:24])[CH2:4][NH2:26])[CH:20]=[CH:19][CH:18]=[CH:17][CH:16]=1 |f:1.2|. Reported procedure: Reaction of 3-ethyl-3-n-butyl-12-phenyl-1-aza-1,5,9-cyclododecatriene with hydroxylamine hydrochloride, in the presence of hydrochloric acid and water, to 2-ethyl-2-n-butyl-11-phenyl-11-amino-undeca-4,8-dienal-oxime, and hydrogenation of this to yield 1-phenyl-10-ethyl-10-n-butyl-1,11-diaminoundecane; b.p. 155°-158° C./5 Pa; nD20 =1.5045. The reactants are ClC1=C(CN)C=CC=C1 (2-chloro benzyl amine), C(=S)(Cl)Cl (thiophosgene), C(C)N(C(C)C)C(C)C (N-ethyl di-isopropyl amine). The product is ClC1=C(C=CC=C1)CN=C=S (1-chloro-2-(isothiocyanatomethyl)benzene). The yield is 46.7%. RXN SMILES: [Cl:1][C:2]1[CH:9]=[CH:8][CH:7]=[CH:6][C:3]=1[CH2:4][NH2:5].[C:10](Cl)(Cl)=[S:11].C(N(C(C)C)C(C)C)C>>[Cl:1][C:2]1[CH:9]=[CH:8][CH:7]=[CH:6][C:3]=1[CH2:4][N:5]=[C:10]=[S:11]. Procedure: The title compound was prepared following the procedure described for Intermediate-2 using 2-chloro benzyl amine (5.0 g, 35 mmol), thiophosgene (4.38 g, 38.5 mmol) and N-ethyl di-isopropyl amine (13.5 g, 105 mmol) to afford 3.0 g of the desired product. 1HNMR (DMSO-d6): δ 5.00 (s, 2H), 7.41 (m, 2H), 7.54 (m, 2H). The reactants are C(C)OC(CNC(=O)C1=NNC(=C1)C1=CC(=CC=C1)OCC1=CC=CC=C1)=O ({[5-(3-benzyloxy-phenyl)-1H-pyrazole-3-carbonyl]-amino}-acetic acid ethyl ester), CO (methanol), O (H2O), O[Li].O (LiOH.H2O). Run in C1CCOC1 (THF). Run at time 8 hour. The product is C(C1=CC=CC=C1)OC=1C=C(C=CC1)C1=CC(=NN1)C(=O)NCC(=O)O ({[5-(3-benzyloxy-phenyl)-1H-pyrazole-3-carbonyl]-amino}-acetic acid). Isolated yield 92080.2%. As a reaction SMILES: C([O:3][C:4](=[O:28])[CH2:5][NH:6][C:7]([C:9]1[CH:13]=[C:12]([C:14]2[CH:19]=[CH:18][CH:17]=[C:16]([O:20][CH2:21][C:22]3[CH:27]=[CH:26][CH:25]=[CH:24][CH:23]=3)[CH:15]=2)[NH:11][N:10]=1)=[O:8])C.CO.O.O[Li].O>C1COCC1>[CH2:21]([O:20][C:16]1[CH:15]=[C:14]([C:12]2[NH:11][N:10]=[C:9]([C:7]([NH:6][CH2:5][C:4]([OH:28])=[O:3])=[O:8])[CH:13]=2)[CH:19]=[CH:18][CH:17]=1)[C:22]1[CH:23]=[CH:24][CH:25]=[CH:26][CH:27]=1 |f:3.4|. Procedure details: To a stirred solution of 5-(3-hydroxy-phenyl)-1H-pyrazole-3-carboxylic acid (1 g, 0.00340 mol) in DMF (5 mL) was added DIPEA (1.976 g, 0.01529 mol), HOBt (0.574 g, 0.00425 mol) and EDCI.HCl (0.814 g, 0.00425 mol) at ambient temperature. After 5 minutes glycine ethyl ester hydrochloride (0.498 g, 0.00357 mol) was added and the resulting mixture was stirred overnight. The reaction mixture was then diluted with cold water. The resulting precipitate was isolated by filtration and dried. The crude pr... Starting materials: CN1C(=NC=2C=NC=3C=CC(=CC3C21)OCC(=O)OCC)C (Ethyl 2-[(1,2-dimethyl-1H-imidazo[4,5-c]quinolin-8-yl)oxy]acetate), [OH-].[K+] (potassium hydroxide), CO (methanol). Solvent: O (water). Yields the product CN1C(=NC=2C=NC=3C=CC(=CC3C21)OCC(=O)O)C (2-[(1,2-dimethyl-1H-imidazo[4,5-c]quinolin-8-yl)oxy]acetic acid). The yield is 86.1%. RXN SMILES: [CH3:1][N:2]1[C:14]2[C:13]3[CH:12]=[C:11]([O:15][CH2:16][C:17]([O:19]CC)=[O:18])[CH:10]=[CH:9][C:8]=3[N:7]=[CH:6][C:5]=2[N:4]=[C:3]1[CH3:22].[OH-].[K+].CO>O>[CH3:1][N:2]1[C:14]2[C:13]3[CH:12]=[C:11]([O:15][CH2:16][C:17]([OH:19])=[O:18])[CH:10]=[CH:9][C:8]=3[N:7]=[CH:6][C:5]=2[N:4]=[C:3]1[CH3:22] |f:1.2|. Reported procedure: Ethyl 2-[(1,2-dimethyl-1H-imidazo[4,5-c]quinolin-8-yl)oxy]acetate (1.6 g, 5.35 mmol) was added to a solution of potassium hydroxide (0.90 g, 0.16 mol) in a 50:50 mixture of methanol:water (30 mL). The solution was stirred under a nitrogen atmosphere until it was complete as evidenced by HPLC analysis. The methanol was removed under reduced pressure, and 6 N aqueous hydrochloric acid was added until the solution exhibited a neutral pH. A precipitate formed and was isolated by filtration to provid...